From a dataset of the Open Reaction Database (ORD), a public repository of structured organic reaction records. describe an organic reaction: reactants, conditions, products, and yield Reactants: CC(C)OC(C)C, CCOC(=O)Cc1cccc(Cc2nc3ccc(F)c(F)c3s2)c1. Yields the product O=C(O)Cc1cccc(Cc2nc3ccc(F)c(F)c3s2)c1. Reaction SMILES: [CH:25]([O:26][CH:27]([CH3:28])[CH3:29])([CH3:30])[CH3:31].[F:1][c:2]1[c:3]([F:24])[c:4]2[c:5]([n:6][c:7]([CH2:9][c:10]3[cH:11][c:12]([CH2:16][C:17](=[O:18])[O:19][CH2:20][CH3:21])[cH:13][cH:14][cH:15]3)[s:8]2)[cH:22][cH:23]1>>[F:1][c:2]1[c:3]([F:24])[c:4]2[c:5]([n:6][c:7]([CH2:9][c:10]3[cH:11][c:12]([CH2:16][C:17](=[O:18])[OH:19])[cH:13][cH:14][cH:15]3)[s:8]2)[cH:22][cH:23]1. Starting materials: C(C)(C)(C)OC1=C(CN(CCCN2CCC(CC2)C2=CC=CC=C2)CC2=NC=CC=C2)C=CC=C1 (N-(2-tert-butoxybenzyl)-3-(4-phenylpiperidin-1-yl)-N-(pyridin-2-ylmethyl)propan-1-amine), C(=O)([O-])[O-].[K+].[K+] (K2CO3), C(C1=CC=CC=C1)C1CCNCC1 (4-benzylpiperidine), C(C)(C)(C)OC1=C(CN(CCNC(C(C)(C)C)=O)CCCCl)C=CC=C1 (N-(2-((2-tert-butoxybenzyl)(3-chloropropyl)amino)ethyl)pivalamide). Product: C(C1=CC=CC=C1)C1CCN(CC1)CCCN(CCNC(OC(C)(C)C)=O)CC1=C(C=CC=C1)OC(C)(C)C (tert-butyl 2-((3-(4-benzylpiperidin-1-yl)propyl)(2-tert-butoxybenzyl)amino)ethylcarbamate). The yield is 80.0%. RXN SMILES: [C:1]([O:5]C1C=CC=CC=1CN(CC1C=CC=CN=1)CCCN1CCC(C2C=CC=CC=2)CC1)([CH3:4])([CH3:3])[CH3:2].[CH2:36]([CH:43]1[CH2:48][CH2:47][NH:46][CH2:45][CH2:44]1)[C:37]1[CH:42]=[CH:41][CH:40]=[CH:39][CH:38]=1.[C:49]([O:53][C:54]1[CH:74]=[CH:73][CH:72]=[CH:71][C:55]=1[CH2:56][N:57]([CH2:67][CH2:68][CH2:69]Cl)[CH2:58][CH2:59][NH:60][C:61](=[O:66])C(C)(C)C)([CH3:52])([CH3:51])[CH3:50].C([O-])([O-])=O.[K+].[K+]>>[CH2:36]([CH:43]1[CH2:48][CH2:47][N:46]([CH2:69][CH2:68][CH2:67][N:57]([CH2:56][C:55]2[CH:71]=[CH:72][CH:73]=[CH:74][C:54]=2[O:53][C:49]([CH3:50])([CH3:51])[CH3:52])[CH2:58][CH2:59][NH:60][C:61](=[O:66])[O:5][C:1]([CH3:4])([CH3:3])[CH3:2])[CH2:45][CH2:44]1)[C:37]1[CH:42]=[CH:41][CH:40]=[CH:39][CH:38]=1 |f:3.4.5|. Procedure: The same procedure as described for compound 20 was applied to 4-benzylpiperidine (0.46 g, 2.63 mmol), compound 23 (0.7 g, 1.75 mmol), KI (0.87 g, 5.25 mmol) and K2CO3 (1.21 g, 8.75 mmol). The residue was purified on a silica gel TLC plate that was developed in 5% methanolic NH3 (7 M NH3 in methanol/95% CH2Cl2. The product was isolated as yellow oil (80% yield). 1H NMR (CDCl3) δ 7.373 (d, 1H, Ar), 7.264 (m, 2H, Ar), 7.176 (t, 1H, Ar), 7.137 (d, 2H, Ar), 7.137 (d, 2H, Ar), 7.108 (d, 1H, Ar), 7.02... Reactants: C(C)(C)(C)OC(=O)N1CCC(CC1)C1=C(C#N)C=CC=C1 (2-(1-tertbutoxycarbonylpiperidin-4-yl)benzonitrile), Cl (hydrogen chloride). The solvent is C(C)(=O)OCC (ethyl acetate). Run at temperature 0 celsius, time 10 minute. The product is Cl.N1CCC(CC1)C1=C(C#N)C=CC=C1 (2-(piperidin-4-yl)benzonitrile hydrochloride). RXN SMILES: C(OC([N:8]1[CH2:13][CH2:12][CH:11]([C:14]2[CH:21]=[CH:20][CH:19]=[CH:18][C:15]=2[C:16]#[N:17])[CH2:10][CH2:9]1)=O)(C)(C)C.[ClH:22]>C(OCC)(=O)C>[ClH:22].[NH:8]1[CH2:13][CH2:12][CH:11]([C:14]2[CH:21]=[CH:20][CH:19]=[CH:18][C:15]=2[C:16]#[N:17])[CH2:10][CH2:9]1 |f:3.4|. Reported procedure: To a solution of 2-(1-tertbutoxycarbonylpiperidin-4-yl)benzonitrile (1.7 g, 5.9 mmol) in ethyl acetate (˜50 ml), cooled to 0° C. was added hydrogen chloride gas, bubbled vigorously for 5 minutes. The reaction mixture was stirred for 10 minutes at 0° C., purged with argon and concentrated. Flushing with ethyl acetate×3 and concentration gave 2-(piperidin-4-yl)benzonitrile hydrochloride; Reactants: Cl.ClCCCOC=1C=CC2=CC3=CC=C(C=C3N=C2C1)OCCCCl (3,6-bis(3-chloropropoxy)acridine hydrochloride), C(C)(C)N (isopropylamine). Product: Cl.Cl.Cl.C(C)(C)NC(COC=1C=CC2=CC3=CC=C(C=C3N=C2C1)OCC(C)NC(C)C)C (3,6-bis(2-isopropylaminopropoxy)acridine trihydrochloride). Reaction SMILES: [ClH:1].[Cl:2][CH2:3][CH2:4][CH2:5][O:6][C:7]1[CH:8]=[CH:9][C:10]2[C:19]([CH:20]=1)=[N:18][C:17]1[C:12](=[CH:13][CH:14]=[C:15]([O:21][CH2:22][CH2:23][CH2:24]Cl)[CH:16]=1)[CH:11]=2.[CH:26]([NH2:29])([CH3:28])[CH3:27]>>[ClH:2].[ClH:1].[ClH:2].[CH:26]([NH:29][CH:23]([CH3:24])[CH2:22][O:21][C:15]1[CH:14]=[CH:13][C:12]2[C:17]([CH:16]=1)=[N:18][C:19]1[C:10](=[CH:9][CH:8]=[C:7]([O:6][CH2:5][CH:4]([NH:18][CH:17]([CH3:12])[CH3:16])[CH3:3])[CH:20]=1)[CH:11]=2)([CH3:28])[CH3:27] |f:0.1,3.4.5.6|. Reported procedure: The compound is prepared from 3,6-bis(3-chloropropoxy)acridine hydrochloride and isopropylamine as described in Example 15.